From a dataset of the Open Reaction Database (ORD), a public repository of structured organic reaction records. describe an organic reaction: reactants, conditions, products, and yield The reactants are N#CC1(NC(=O)C2CC(S(=O)(=O)c3ccc(Br)cc3C(F)(F)F)CC2C(=O)N2CC(F)(F)C2)CC1, OB(O)C1CC1. Yields the product N#CC1(NC(=O)C2CC(S(=O)(=O)c3ccc(C4CC4)cc3C(F)(F)F)CC2C(=O)N2CC(F)(F)C2)CC1. As a reaction SMILES: [C:1](#[N:2])[C:3]1([NH:6][C:7](=[O:8])[CH:9]2[CH:10]([C:28](=[O:29])[N:30]3[CH2:31][C:32]([F:34])([F:35])[CH2:33]3)[CH2:11][CH:12]([S:14](=[O:15])(=[O:16])[c:17]3[c:18]([C:24]([F:25])([F:26])[F:27])[cH:19][c:20]([Br:23])[cH:21][cH:22]3)[CH2:13]2)[CH2:4][CH2:5]1.[CH:36]1([B:39]([OH:40])[OH:41])[CH2:37][CH2:38]1>>[C:1](#[N:2])[C:3]1([NH:6][C:7](=[O:8])[CH:9]2[CH:10]([C:28](=[O:29])[N:30]3[CH2:31][C:32]([F:34])([F:35])[CH2:33]3)[CH2:11][CH:12]([S:14](=[O:15])(=[O:16])[c:17]3[c:18]([C:24]([F:25])([F:26])[F:27])[cH:19][c:20]([CH:36]4[CH2:37][CH2:38]4)[cH:21][cH:22]3)[CH2:13]2)[CH2:4][CH2:5]1. The reactants are CS(=O)(=O)NC=1C=CC2=C(C(CC3(CCN(CC3)CCC3=CC=CC=C3)O2)=O)C1 (3,4-dihydro-6-methane-sulfonamido-1'-(2-phenylethyl)-spiro [(2H)-benzopyran-2,4'-piperidine]-4-one), Cl.NO (hydroxylamine hydrochloride), N1CCCCC1 (piperidine). The product is CS(=O)(=O)NC=1C=CC2=C(C(CC3(CCN(CC3)CCC3=CC=CC=C3)O2)=NO)C1 (3,4-Dihydro-6-methanesulfonamido-4-(hydroxyimino)-1'-(2-phenylethyl)-spiro[(2H)-1benzopyran-2,4'-piperidine]). RXN SMILES: [CH3:1][S:2]([NH:5][C:6]1[CH:7]=[CH:8][C:9]2[O:27][C:13]3([CH2:18][CH2:17][N:16]([CH2:19][CH2:20][C:21]4[CH:26]=[CH:25][CH:24]=[CH:23][CH:22]=4)[CH2:15][CH2:14]3)[CH2:12][C:11](=O)[C:10]=2[CH:29]=1)(=[O:4])=[O:3].Cl.[NH2:31][OH:32].N1CCCCC1>>[CH3:1][S:2]([NH:5][C:6]1[CH:7]=[CH:8][C:9]2[O:27][C:13]3([CH2:18][CH2:17][N:16]([CH2:19][CH2:20][C:21]4[CH:26]=[CH:25][CH:24]=[CH:23][CH:22]=4)[CH2:15][CH2:14]3)[CH2:12][C:11](=[N:31][OH:32])[C:10]=2[CH:29]=1)(=[O:4])=[O:3] |f:1.2|. Reported procedure: In the manner of Example 427, 3,4-dihydro-6-methane-sulfonamido-1'-(2-phenylethyl)-spiro [(2H)-benzopyran-2,4'-piperidine]-4-one was treated with hydroxylamine hydrochloride to give, after chromatography, the piperidine as a solid, m.p. 95°-99° C. Reactants: CS(=O)(=O)C=1N=CC2=C(N1)NC(C=C2)=O (2-methanesulfonyl-8H-pyrido[2,3-d]pyrimidin-7-one), C1(=CC=CC2=CC=CC=C12)N1CCN(CC1)CCCCO (4-(4-naphthalen-1-yl-piperazin-1-yl)-butan-1-ol). The product is C1(=CC=CC2=CC=CC=C12)N1CCN(CC1)CCCCOC=1N=CC2=C(N1)NC(C=C2)=O (2-[4-(4-Naphthalen-1-yl-piperazin-1-yl)-butoxy]-8H-pyrido[2,3-d]pyrimidin-7-one). As a reaction SMILES: CS([C:5]1[N:6]=[CH:7][C:8]2[CH:14]=[CH:13][C:12](=[O:15])[NH:11][C:9]=2[N:10]=1)(=O)=O.[C:16]1([N:26]2[CH2:31][CH2:30][N:29]([CH2:32][CH2:33][CH2:34][CH2:35][OH:36])[CH2:28][CH2:27]2)[C:25]2[C:20](=[CH:21][CH:22]=[CH:23][CH:24]=2)[CH:19]=[CH:18][CH:17]=1>>[C:16]1([N:26]2[CH2:27][CH2:28][N:29]([CH2:32][CH2:33][CH2:34][CH2:35][O:36][C:5]3[N:6]=[CH:7][C:8]4[CH:14]=[CH:13][C:12](=[O:15])[NH:11][C:9]=4[N:10]=3)[CH2:30][CH2:31]2)[C:25]2[C:20](=[CH:21][CH:22]=[CH:23][CH:24]=2)[CH:19]=[CH:18][CH:17]=1. Procedure: Following the same procedure as in Example H12 and starting from 2-methanesulfonyl-8H-pyrido[2,3-d]pyrimidin-7-one (300 mg, 1.332 mmol, U.S. Pat. No. 6,498,163) and 4-(4-naphthalen-1-yl-piperazin-1-yl)-butan-1-ol (416 mg, 1.465 mmol), the title compound was made as a solid (300 mg, 0.683 mmol, 51.3%). MS: APCI: M+1: 430.2 (Exact Mass: 429.22). As a reaction SMILES: [Br:1][c:2]1[c:3]([CH3:14])[cH:4][c:5]([NH:6][C:7]([CH2:8][C:9]#[N:10])=[O:11])[cH:12][cH:13]1.[C:17]([C:18](=[CH2:19])[CH3:20])(=[O:21])[Cl:22].[H-:15].[Na+:16].[O:37]1[CH2:38][CH2:39][CH2:40][CH2:41]1.[cH:23]1[c:24]2[c:33]([cH:34][cH:35][cH:36]1)[S:32][c:27]1[c:26]([cH:31][cH:30][cH:29][cH:28]1)[NH:25]2.[nH:42]1[cH:43][cH:44][n:45][cH:46]1>>[Br:1][c:2]1[c:3]([CH3:14])[cH:4][c:5]([NH:6][C:7]([C:8]([C:9]#[N:10])=[C:17]([C:18](=[CH2:19])[CH3:20])[OH:21])=[O:11])[cH:12][cH:13]1. Product: C=C(C)C(O)=C(C#N)C(=O)Nc1ccc(Br)c(C)c1. The reactants are Cc1cc(NC(=O)CC#N)ccc1Br, C=C(C)C(=O)Cl, [H-], [Na+], C1CCOC1, c1ccc2c(c1)Nc1ccccc1S2, c1c[nH]cn1. Reactants: N1=CC=CC=C1 (Pyridine), NC1=C(C=CC=C1)C#CC=1C(=CC(=C(C=O)C1)OC)OC (5-(2-amino-phenylethynyl)-2,4-dimethoxybenzaldehyde), C(C)(=O)Cl (acetyl chloride). Run in C(Cl)Cl (methylene chloride). Reaction conditions: temperature 0 celsius. Product: C(=O)C=1C(=CC(=C(C1)C#CC1=C(C=CC=C1)NC(C)=O)OC)OC (N-[2-(5-formyl-2,4-dimethoxyphenylethynyl)phenyl]acetamide). The yield is 77.7%. As a reaction SMILES: N1C=CC=CC=1.[NH2:7][C:8]1[CH:13]=[CH:12][CH:11]=[CH:10][C:9]=1[C:14]#[C:15][C:16]1[C:17]([O:26][CH3:27])=[CH:18][C:19]([O:24][CH3:25])=[C:20]([CH:23]=1)[CH:21]=[O:22].[C:28](Cl)(=[O:30])[CH3:29]>C(Cl)Cl>[CH:21]([C:20]1[C:19]([O:24][CH3:25])=[CH:18][C:17]([O:26][CH3:27])=[C:16]([C:15]#[C:14][C:9]2[CH:10]=[CH:11][CH:12]=[CH:13][C:8]=2[NH:7][C:28](=[O:30])[CH3:29])[CH:23]=1)=[O:22]. Reported procedure: Pyridine (453 μL, 5.61 mmol) was added to a suspension of 5-(2-amino-phenylethynyl)-2,4-dimethoxybenzaldehyde (Ex-35C, 750 mg, 2.67 mmol) in anhydrous methylene chloride (20 mL) and chilled to 0° C. The reaction mixture was treated dropwise with acetyl chloride (9.25 mL, 75.1 mmol). Upon completion the reaction was quenched with IN HCl (10 mL) and the layers were separated. The organic layer was washed with brine, dried over sodium sulfate, and concentrated to dryness. The crude solid was purifi... Starting materials: O=C([O-])O, CCOC(C)=O, COC(=O)C=Cc1ccccc1[N+](=O)[O-], [Na+], O, Cl[Sn]Cl. The product is COC(=O)C=Cc1ccccc1N. Reaction SMILES: [C:20](=[O:21])([OH:22])[O-:23].[CH3:25][CH2:26][O:27][C:28](=[O:29])[CH3:30].[N+:1]([O-:2])(=[O:3])[c:4]1[c:5]([CH:6]=[CH:7][C:8](=[O:9])[O:10][CH3:11])[cH:12][cH:13][cH:14][cH:15]1.[Na+:24].[OH2:19].[Sn:16]([Cl:17])[Cl:18]>>[NH2:1][c:4]1[c:5]([CH:6]=[CH:7][C:8](=[O:9])[O:10][CH3:11])[cH:12][cH:13][cH:14][cH:15]1. Reactants: CC(C)(C)OO, CC1=CCC2=C(C1)C(C)(C)CC2(C)C, ClCCCl, [Na+], [Na+], O=P([O-])([O-])O. The product is CC1(C)CC(C)(C)C2=C1CC1OC1(C)C2. RXN SMILES: [C:22]([O:23][OH:24])([CH3:25])([CH3:26])[CH3:27].[CH3:1][C:2]1([CH3:14])[CH2:3][C:4]([CH3:12])([CH3:13])[C:5]2=[C:10]1[CH2:9][CH:8]=[C:7]([CH3:11])[CH2:6]2.[Cl:28][CH2:29][CH2:30][Cl:31].[Na+:20].[Na+:21].[P:15](=[O:16])([O-:17])([O-:18])[OH:19]>>[CH3:1][C:2]1([CH3:14])[CH2:3][C:4]([CH3:12])([CH3:13])[C:5]2=[C:10]1[CH2:9][CH:8]1[C:7]([CH3:11])([CH2:6]2)[O:16]1. The reactants are C(CCCCCCC)(=O)O (octanoic acid), [OH-].[Ca+2].[OH-] (calcium hydroxide), OC[C@H](O)[C@@H](O)[C@H](O)[C@H](O)CO (sorbitol), P(O)(O)(O)=O (phosphoric acid). Run at time 21 hour. Product: C(CCCCCCC)(=O)O.OC[C@H](O)[C@@H](O)[C@H](O)[C@H](O)CO (sorbitol octanoate). As a reaction SMILES: [C:1]([OH:10])(=[O:9])[CH2:2][CH2:3][CH2:4][CH2:5][CH2:6][CH2:7][CH3:8].[OH:11][CH2:12][C@@H:13]([C@H:15]([C@@H:17]([C@@H:19]([CH2:21][OH:22])[OH:20])[OH:18])[OH:16])[OH:14].P(=O)(O)(O)O.[OH-].[Ca+2].[OH-]>>[C:1]([OH:10])(=[O:9])[CH2:2][CH2:3][CH2:4][CH2:5][CH2:6][CH2:7][CH3:8].[OH:22][CH2:21][C@@H:19]([C@H:17]([C@@H:15]([C@@H:13]([CH2:12][OH:11])[OH:14])[OH:16])[OH:18])[OH:20] |f:3.4.5,6.7|. Procedure: 432.44 grams of octanoic acid was put into a 2-liter round bottom, three-neck flask with a short distillation head. A mechanical stirrer was connected and 598.51 grams of sorbitol was slowly added. The catalyst in the reaction was phosphoric acid and 30.93 grams were added. A temperature controller and heating mantle were attached and the temperature of the reaction was set at 150° C. The reaction was stopped after 21 hours. The phosphoric was neutralized with 26.02 grams of calcium hydroxide. T... The reactants are C1CCOC1, CCOC(=O)C(CCc1ccc(OC)c2c1ccc(=O)n2C)C(=O)OCC, O=C1CCC(=O)N1Cl, ClCCl, Cl, [H-], [H][H], [Na+]. The product is CCOC(=O)C(Cl)(CCc1ccc(OC)c2c1ccc(=O)n2C)C(=O)OCC. Reaction SMILES: [CH2:44]1[O:45][CH2:46][CH2:47][CH2:48]1.[CH3:3][O:4][c:5]1[cH:6][cH:7][c:8]([CH2:17][CH2:18][CH:19]([C:20](=[O:21])[O:22][CH2:23][CH3:24])[C:25](=[O:26])[O:27][CH2:28][CH3:29])[c:9]2[cH:10][cH:11][c:12](=[O:16])[n:13]([CH3:15])[c:14]12.[Cl:32][N:33]1[C:34](=[O:35])[CH2:36][CH2:37][C:38]1=[O:39].[Cl:41][CH2:42][Cl:43].[ClH:40].[H-:1].[H:30][H:31].[Na+:2]>>[CH3:3][O:4][c:5]1[cH:6][cH:7][c:8]([CH2:17][CH2:18][C:19]([C:20](=[O:21])[O:22][CH2:23][CH3:24])([C:25](=[O:26])[O:27][CH2:28][CH3:29])[Cl:32])[c:9]2[cH:10][cH:11][c:12](=[O:16])[n:13]([CH3:15])[c:14]12.